From a dataset of the Open Reaction Database (ORD), a public repository of structured organic reaction records. describe an organic reaction: reactants, conditions, products, and yield Reactants: CC(C)(C)c1ccc(NC(=O)c2cccnc2NCc2ccnc(OC3CN(C(c4ccccc4)c4ccccc4)C3)c2)cc1, O=C(O)C(F)(F)F. Yields the product CC(C)(C)c1ccc(NC(=O)c2cccnc2NCc2ccnc(OC3CNC3)c2)cc1. As a reaction SMILES: [CH:1]([c:2]1[cH:3][cH:4][cH:5][cH:6][cH:7]1)([c:8]1[cH:9][cH:10][cH:11][cH:12][cH:13]1)[N:14]1[CH2:15][CH:16]([O:18][c:19]2[n:20][cH:21][cH:22][c:23]([CH2:25][NH:26][c:27]3[c:28]([C:29](=[O:30])[NH:31][c:32]4[cH:33][cH:34][c:35]([C:38]([CH3:39])([CH3:40])[CH3:41])[cH:36][cH:37]4)[cH:42][cH:43][cH:44][n:45]3)[cH:24]2)[CH2:17]1.[F:46][C:47]([F:48])([F:49])[C:50]([OH:51])=[O:52]>>[NH:14]1[CH2:15][CH:16]([O:18][c:19]2[n:20][cH:21][cH:22][c:23]([CH2:25][NH:26][c:27]3[c:28]([C:29](=[O:30])[NH:31][c:32]4[cH:33][cH:34][c:35]([C:38]([CH3:39])([CH3:40])[CH3:41])[cH:36][cH:37]4)[cH:42][cH:43][cH:44][n:45]3)[cH:24]2)[CH2:17]1. Reactants: C(CC(=O)[O-])(=O)OC (methyl malonate), CNC (dimethylamine), C=O (formaldehyde). The solvent is O (water). Run at temperature 0 celsius, time 30 minute. Yields the product CN(CC(C(=O)O)C)C (N,N-Dimethyl-β-Amino-Isobutyric Acid). As a reaction SMILES: [C:1](OC)(=O)[CH2:2][C:3]([O-:5])=[O:4].[CH3:9][NH:10][CH3:11].[CH2:12]=O>O>[CH3:9][N:10]([CH3:12])[CH2:11][CH:2]([CH3:1])[C:3]([OH:5])=[O:4]. Procedure details: In 1.0 ml of water was dissolved 1.5 g of methyl malonate, after which 1.26 g of a 50% aqueous dimethylamine solution and 0.96 ml of a 37% aqueous formaldehyde solution were added with stirring at 0° C., and the resulting mixture was stirred at 0° to 5° C. for 3 hours and then at 80° C. for 30 minutes. Starting materials: [N+](=[N-])=C (diazomethane), FC1=C(C=CC(=C1)F)C1=CC=C(C=C1)C(=CC(=O)O)C (3-(2',4'-difluoro-4-biphenylyl)-2-butenoic acid). Solvent: C1CCOC1 (THF). Run at time 20 minute. The product is COC(C=C(C)C1=CC=C(C=C1)C1=C(C=C(C=C1)F)F)=O (3-(2',4'-difluoro-4-biphenylyl)-2-butenoic acid methyl ester). As a reaction SMILES: [F:1][C:2]1[CH:7]=[C:6]([F:8])[CH:5]=[CH:4][C:3]=1[C:9]1[CH:14]=[CH:13][C:12]([C:15]([CH3:20])=[CH:16][C:17]([OH:19])=[O:18])=[CH:11][CH:10]=1.[N+](=[CH2:23])=[N-]>C1COCC1>[CH3:23][O:18][C:17](=[O:19])[CH:16]=[C:15]([C:12]1[CH:13]=[CH:14][C:9]([C:3]2[CH:4]=[CH:5][C:6]([F:8])=[CH:7][C:2]=2[F:1])=[CH:10][CH:11]=1)[CH3:20]. Reported procedure: 1 g. of 3-(2',4'-difluoro-4-biphenylyl)-2-butenoic acid is dissolved in 10 ml. of THF and an ethereal solution of diazomethane is added dropwise, with stirring, until no further evolution of nitrogen is observed. After 20 minutes, the mixture is evaporated to give 3-(2',4'-difluoro-4-biphenylyl)-2-butenoic acid methyl ester, m.p. 90°-92°. Reactants: [Br-], COC(=O)CC(C)=O, CC(=O)[O-], CCCC[N+](CCCC)(CCCC)CCCC, Cc1ccccc1, O=CCCSc1ccc(Cl)cc1, Cl, [Na+], [Na+], [OH-], O. Product: CC(=O)CC(O)CCSc1ccc(Cl)cc1. As a reaction SMILES: [Br-:30].[C:1]([CH2:2][C:3](=[O:4])[CH3:5])([O:6][CH3:7])=[O:8].[CH3:13][C:14](=[O:15])[O-:16].[CH3:31][CH2:32][CH2:33][CH2:34][N+:35]([CH2:36][CH2:37][CH2:38][CH3:39])([CH2:40][CH2:41][CH2:42][CH3:43])[CH2:44][CH2:45][CH2:46][CH3:47].[CH3:48][c:49]1[cH:50][cH:51][cH:52][cH:53][cH:54]1.[Cl:17][c:18]1[cH:19][cH:20][c:21]([S:24][CH2:25][CH2:26][CH:27]=[O:28])[cH:22][cH:23]1.[ClH:11].[Na+:10].[Na+:12].[OH-:9].[OH2:29]>>[CH2:2]([C:3](=[O:4])[CH3:5])[CH:27]([CH2:26][CH2:25][S:24][c:21]1[cH:20][cH:19][c:18]([Cl:17])[cH:23][cH:22]1)[OH:28]. The reactants are C1C=CC2C1C3CC2C=C3 (dicyclopentadiene), C1C=CC2C1C3CC2C=C3 (dicyclopentadiene), C1(=CC=CC=C1)C#C (phenylacetylene), ClC(C(Cl)(Cl)Cl)(Cl)Cl (hexachloroethane), RuClH(H2)(PCy3)2, C1(=CC=CC=C1)C#C (phenylacetylene), ClC(C(Cl)(Cl)Cl)(Cl)Cl (hexachloroethane), RuClH(H2)(PCy3)2. Run at time 6 minute. The product is C1C=CC2C1[C@H]3C[C@@H]2C=C3 (DCPD). RXN SMILES: [CH2:1]1[CH:5]2[CH:6]3[CH:10]=[CH:9][CH:8]([CH:4]2[CH:3]=[CH:2]1)[CH2:7]3.C1(C#C)C=CC=CC=1.ClC(Cl)(Cl)C(Cl)(Cl)Cl>>[CH2:1]1[CH:5]2[C@@H:6]3[CH:10]=[CH:9][C@H:8]([CH:4]2[CH:3]=[CH:2]1)[CH2:7]3. Procedure details: A 10.0 gram (75.6 mmol) amount of dicyclopentadiene was added to a 20 ml scintillation vial. A 5.0 milligram (7.2 μmol) amount of RuClH(H2)(PCy3)2 was added. One equivalent of phenylacetylene and hexachloroethane per equivalent of RuClH(H2)(PCy3)2 was charged via the addition of 0.1 mls each of a 72 mM stock solution of phenylacetylene and hexachloroethane, respectively. The ring opening polymerization of dicyclopentadiene was observed by a gradual thickening of the solution to a rubbery viscous... The reactants are O=C([O-])O, CCCCCCN1CCN(CC(O)COCC)CC1, ClC(Cl)Cl, [Na+], O=S(Cl)Cl. Yields the product CCCCCCN1CCN(CC(Cl)COCC)CC1. RXN SMILES: [C:24](=[O:25])([OH:26])[O-:27].[CH2:5]([CH3:6])[O:7][CH2:8][CH:9]([CH2:10][N:11]1[CH2:12][CH2:13][N:14]([CH2:17][CH2:18][CH2:19][CH2:20][CH2:21][CH3:22])[CH2:15][CH2:16]1)[OH:23].[CH:29]([Cl:30])([Cl:31])[Cl:32].[Na+:28].[S:1]([Cl:2])([Cl:3])=[O:4]>>[Cl:3][CH:9]([CH2:8][O:7][CH2:5][CH3:6])[CH2:10][N:11]1[CH2:12][CH2:13][N:14]([CH2:17][CH2:18][CH2:19][CH2:20][CH2:21][CH3:22])[CH2:15][CH2:16]1. Starting materials: Cl (hydrogen chloride), C1(=CC=CC=C1)B(O)O (phenyl boronic acid), C(C)(C)NCCCOC1=CC(=CC=C1)Br (N-isopropyl-3-(3-bromophenoxy)propylamine). Reagents/catalysts: [Pd].C1(=CC=CC=C1)P(C1=CC=CC=C1)C1=CC=CC=C1.C1(=CC=CC=C1)P(C1=CC=CC=C1)C1=CC=CC=C1.C1(=CC=CC=C1)P(C1=CC=CC=C1)C1=CC=CC=C1.C1(=CC=CC=C1)P(C1=CC=CC=C1)C1=CC=CC=C1 (tetrakis(triphenylphosphine)-palladium). Run in C(C)O (ethanol), C(C)(=O)OCC (ethyl acetate), C(C)O (ethanol), C([O-])([O-])=O.[Na+].[Na+] (sodium carbonate), C1(=CC=CC=C1)C (toluene). Product: Cl.C(C)(C)NCCCOC1=CC(=CC=C1)C1=CC=CC=C1 (N-isopropyl-3-(3-phenylphenoxy)propylamine hydrogen chloride). RXN SMILES: [C:1]1(B(O)O)[CH:6]=[CH:5][CH:4]=[CH:3][CH:2]=1.[CH:10]([NH:13][CH2:14][CH2:15][CH2:16][O:17][C:18]1[CH:23]=[CH:22][CH:21]=[C:20](Br)[CH:19]=1)([CH3:12])[CH3:11].[ClH:25]>C(O)C.C(=O)([O-])[O-].[Na+].[Na+].C1(C)C=CC=CC=1.C(OCC)(=O)C.[Pd].C1(P(C2C=CC=CC=2)C2C=CC=CC=2)C=CC=CC=1.C1(P(C2C=CC=CC=2)C2C=CC=CC=2)C=CC=CC=1.C1(P(C2C=CC=CC=2)C2C=CC=CC=2)C=CC=CC=1.C1(P(C2C=CC=CC=2)C2C=CC=CC=2)C=CC=CC=1>[ClH:25].[CH:10]([NH:13][CH2:14][CH2:15][CH2:16][O:17][C:18]1[CH:23]=[CH:22][CH:21]=[C:20]([C:1]2[CH:6]=[CH:5][CH:4]=[CH:3][CH:2]=2)[CH:19]=1)([CH3:12])[CH3:11] |f:4.5.6,9.10.11.12.13,14.15|. Reported procedure: A solution of phenyl boronic acid (0.36 g) in ethanol (3.0 ml) was added to a stirred suspension of N-isopropyl-3-(3-bromophenoxy)propylamine (1.0 gm) and tetrakis(triphenylphosphine)-palladium (100 mg) in aqueous 2M sodium carbonate (4.0 ml) and toluene (6.5 ml) under an atmosphere of argon. The mixture was heated at reflux for 18 hours and then cooled to ambient temperature. The reaction mixture was diluted with ethyl acetate, washed with aqueous 2M sodium hydroxide and the organic phase was e...